From a dataset of the Open Reaction Database (ORD), a public repository of structured organic reaction records. describe an organic reaction: reactants, conditions, products, and yield The reactants are C(CCCCCCCCCCC)(=O)N[C@@H](CSC[C@@H](C(=O)NC1(CC1)CO)NC(OCC1=CC=CC=C1)=O)CNC(CCCCCCCCCCC)=O (Benzyl(R)-3-((R)-2,3-didodecanamidopropylthio)-1-(1-(hydroxymethyl)cyclopropylamino)-1-oxopropan-2-ylcarbamate). Reagents/catalysts: [OH-].[OH-].[Pd+2] (Pd(OH)2). Solvent: CCO (EtOH). Yields the product N[C@@H](CSC[C@@H](CNC(CCCCCCCCCCC)=O)NC(CCCCCCCCCCC)=O)C(=O)NC1(CC1)CO (N,N′—((R)-3-((R)-2-amino-3-(1-(hydroxymethyl)cyclopropylamino)-3-oxopropylthio)propane-1,2-diyl)didodecanamide). Reaction SMILES: [C:1]([NH:14][C@H:15]([CH2:39][NH:40][C:41](=[O:53])[CH2:42][CH2:43][CH2:44][CH2:45][CH2:46][CH2:47][CH2:48][CH2:49][CH2:50][CH2:51][CH3:52])[CH2:16][S:17][CH2:18][C@H:19]([NH:28]C(=O)OCC1C=CC=CC=1)[C:20]([NH:22][C:23]1([CH2:26][OH:27])[CH2:25][CH2:24]1)=[O:21])(=[O:13])[CH2:2][CH2:3][CH2:4][CH2:5][CH2:6][CH2:7][CH2:8][CH2:9][CH2:10][CH2:11][CH3:12]>CCO.[OH-].[OH-].[Pd+2]>[NH2:28][C@H:19]([C:20]([NH:22][C:23]1([CH2:26][OH:27])[CH2:25][CH2:24]1)=[O:21])[CH2:18][S:17][CH2:16][C@H:15]([NH:14][C:1](=[O:13])[CH2:2][CH2:3][CH2:4][CH2:5][CH2:6][CH2:7][CH2:8][CH2:9][CH2:10][CH2:11][CH3:12])[CH2:39][NH:40][C:41](=[O:53])[CH2:42][CH2:43][CH2:44][CH2:45][CH2:46][CH2:47][CH2:48][CH2:49][CH2:50][CH2:51][CH3:52] |f:2.3.4|. Procedure details: Benzyl(R)-3-((R)-2,3-didodecanamidopropylthio)-1-(1-(hydroxymethyl)cyclopropylamino)-1-oxopropan-2-ylcarbamate (1 eq) was stirred in dry EtOH (0.05 M) under N2 at room temperature. Pd(OH)2 (2.1 eq) was then added in one portion. The reaction was then stirred under hydrogen atmosphere (1 atm) until complete reduction was observed. The crude reaction was filtered twice through celite and cotton, then the organics concentrated and purified by flash chromatography on a COMBIFLASH® system (ISCO) usin... Reactants: COCCNC(=O)C1=NC(=C2C=C(C=NC2=C1OCC1=CC=CC=C1)CC1=CC=C(C=C1)F)I (8-benzyloxy-3-(4-fluorobenzyl)-5-iodo[1,6]naphthyridine-7-carboxylic acid (2-methoxyethyl)amide), C(C)(=O)N (acetic acid amide), C([O-])([O-])=O.[Cs+].[Cs+] (cesium carbonate), [Cl-].[NH4+] (ammonium chloride). Reagents/catalysts: C(C)(=O)[O-].[Pd+2].C(C)(=O)[O-] (palladium acetate). The solvent is O1CCOCC1 (dioxane), O (water), C(C)(=O)OCC (ethyl acetate). Product: COCCNC(=O)C1=NC(=C2C=C(C=NC2=C1OCC1=CC=CC=C1)CC1=CC=C(C=C1)F)NC(C)=O (5-acetylamino-8-benzyloxy-3-(4-fluorobenzyl)[1,6]naphthyridine-7-carboxylic acid (2-methoxyethyl) amide). The yield is 48.8%. RXN SMILES: [CH3:1][O:2][CH2:3][CH2:4][NH:5][C:6]([C:8]1[C:17]([O:18][CH2:19][C:20]2[CH:25]=[CH:24][CH:23]=[CH:22][CH:21]=2)=[C:16]2[C:11]([CH:12]=[C:13]([CH2:26][C:27]3[CH:32]=[CH:31][C:30]([F:33])=[CH:29][CH:28]=3)[CH:14]=[N:15]2)=[C:10](I)[N:9]=1)=[O:7].[C:35]([NH2:38])(=[O:37])[CH3:36].C(=O)([O-])[O-].[Cs+].[Cs+].[Cl-].[NH4+]>C([O-])(=O)C.[Pd+2].C([O-])(=O)C.O.C(OCC)(=O)C.O1CCOCC1>[CH3:1][O:2][CH2:3][CH2:4][NH:5][C:6]([C:8]1[C:17]([O:18][CH2:19][C:20]2[CH:25]=[CH:24][CH:23]=[CH:22][CH:21]=2)=[C:16]2[C:11]([CH:12]=[C:13]([CH2:26][C:27]3[CH:32]=[CH:31][C:30]([F:33])=[CH:29][CH:28]=3)[CH:14]=[N:15]2)=[C:10]([NH:38][C:35](=[O:37])[CH3:36])[N:9]=1)=[O:7] |f:2.3.4,5.6,7.8.9|. Procedure: To Compound 10 (571 mg, 1 mmol) and acetic acid amide (89 mg, 1.5 mmol) was added and solved dioxane (12 ml), and were added cesium carbonate (48.8 mg, 1.5 mmol) and 4,5-bis(diphenylphosphino)-9,9-dimethylxancene (88 mg, 0.152 mmol), and palladium acetate (24 mg, 0.107 mmol) under stirring at room temperature in nitrogen gas flow, and then the solution was stirred for 5 hours under heating in an oil bath at 70° C. The mixture was added with ethyl acetate, water and ammonium chloride aqueous solu... Reactants: C(CCCCCCCCCCCCC)C1=CC=C(C=C1)NC1=CC=CC=C1 (4-tetradecylphenyl aniline), BrCC(=O)OC (methyl bromoacetate), C([O-])([O-])=O.[K+].[K+] (potassium carbonate), [I-].[Na+] (sodium iodide), C(CCCCCCCCCCCCC)C1=CC=C(C=C1)NCC(=O)O (N-(4-tetradecylphenyl)glycine). Solvent: CN(C)C=O (DMF). Conditions: time 3 day. The product is C(=O)(O)CN(CC(=O)O)C1=CC=C(C=C1)CCCCCCCCCCCCCC (N-(Carboxymethyl)-N-(4-tetradecylphenyl)glycine). Reaction SMILES: C(C1C=CC(NC2C=CC=CC=2)=CC=1)CCCCCCCCCCCCC.Br[CH2:29][C:30]([O:32]C)=[O:31].C(=O)([O-])[O-].[K+].[K+].[I-].[Na+].[CH2:42]([C:56]1[CH:61]=[CH:60][C:59]([NH:62][CH2:63][C:64]([OH:66])=[O:65])=[CH:58][CH:57]=1)[CH2:43][CH2:44][CH2:45][CH2:46][CH2:47][CH2:48][CH2:49][CH2:50][CH2:51][CH2:52][CH2:53][CH2:54][CH3:55]>CN(C=O)C>[C:64]([CH2:63][N:62]([C:59]1[CH:60]=[CH:61][C:56]([CH2:42][CH2:43][CH2:44][CH2:45][CH2:46][CH2:47][CH2:48][CH2:49][CH2:50][CH2:51][CH2:52][CH2:53][CH2:54][CH3:55])=[CH:57][CH:58]=1)[CH2:29][C:30]([OH:32])=[O:31])([OH:66])=[O:65] |f:2.3.4,5.6|. Reported procedure: A mixture of 1.0 g (3.45 mmol) of 4-tetradecylphenyl aniline (Aldrich Chemical Company), 5.0 ml (0.052 mol) of methyl bromoacetate, 0.95 g (6.9 mmol) of potassium carbonate and 0.5 g (3.45 mmol) of sodium iodide in 15 ml of DMF was stirred and heated at 100° for 45 hours. The solvent was removed at reduced pressure and water was added to the residue. The product was extracted with ethyl acetate and the extract was washed with sodium bisulfite solution, dried and concentrated. The residue was pur...